From a dataset of the Open Reaction Database (ORD), a public repository of structured organic reaction records. describe an organic reaction: reactants, conditions, products, and yield The reactants are CC[SiH](CC)CC, CC#N, Nc1cccc(F)n1, COc1ncc(C=O)cc1F, O=C(O)C(F)(F)F. Yields the product COc1ncc(CNc2cccc(F)n2)cc1F. As a reaction SMILES: [CH2:20]([SiH:21]([CH2:22][CH3:23])[CH2:24][CH3:25])[CH3:26].[CH3:34][C:35]#[N:36].[F:1][c:2]1[cH:3][cH:4][cH:5][c:6]([NH2:8])[n:7]1.[F:9][c:10]1[cH:11][c:12]([CH:18]=[O:19])[cH:13][n:14][c:15]1[O:16][CH3:17].[OH:27][C:28]([C:29]([F:30])([F:31])[F:32])=[O:33]>>[F:1][c:2]1[cH:3][cH:4][cH:5][c:6]([NH:8][CH2:18][c:12]2[cH:11][c:10]([F:9])[c:15]([O:16][CH3:17])[n:14][cH:13]2)[n:7]1. Starting materials: ClC=1C=C(C=C(C1)Cl)C1=NC(=CC(=N1)O)C(C)C (2-(3,5-dichloro-phenyl)-6-isopropyl-pyrimidin-4-ol), ClC=1C=C(C=C(C1)Cl)C1=NC(=CC(=N1)O)C(C)C (2-(3,5-dichloro-phenyl)-6-isopropyl-pyrimidin-4-ol), C(#N)C1=CC=C(CBr)C=C1 (4-cyanobenzyl bromide). Product: ClC=1C=C(C=C(C1)Cl)C1=NC(=CC(=N1)OCC1=CC=C(C#N)C=C1)C(C)C (4-({[2-(3,5-Dichlorophenyl)-6-isopropylpyrimidin-4-yl]oxy}methyl)benzonitrile). RXN SMILES: [Cl:1][C:2]1[CH:3]=[C:4]([C:9]2[N:14]=[C:13]([OH:15])[CH:12]=[C:11]([CH:16]([CH3:18])[CH3:17])[N:10]=2)[CH:5]=[C:6]([Cl:8])[CH:7]=1.[C:19]([C:21]1[CH:28]=[CH:27][C:24]([CH2:25]Br)=[CH:23][CH:22]=1)#[N:20]>>[Cl:8][C:6]1[CH:5]=[C:4]([C:9]2[N:14]=[C:13]([O:15][CH2:25][C:24]3[CH:27]=[CH:28][C:21]([C:19]#[N:20])=[CH:22][CH:23]=3)[CH:12]=[C:11]([CH:16]([CH3:18])[CH3:17])[N:10]=2)[CH:3]=[C:2]([Cl:1])[CH:7]=1. Reported procedure: The title compound was prepared from 2-(3,5-dichloro-phenyl)-6-isopropyl-pyrimidin-4-ol (which was obtained in Intermediate 6) and 4-cyanobenzyl bromide according to Method A; LC retention time 4.22 min; MS: m/z (ESI) 398 (M+H).